Dataset: the Open Reaction Database (ORD), a public repository of structured organic reaction records. Task: describe an organic reaction: reactants, conditions, products, and yield Reactants: CC(=O)O[BH-](OC(C)=O)OC(C)=O, C1CCOC1, Cc1ccnc(C2(C#N)CCNCC2)c1, CCOC(=O)c1cc(C=O)c2ccccn2c1=O, [Na+]. Product: CCOC(=O)c1cc(CN2CCC(C#N)(c3cc(C)ccn3)CC2)c2ccccn2c1=O. As a reaction SMILES: [C:34]([O:35][BH-:36]([O:37][C:38](=[O:39])[CH3:40])[O:41][C:42](=[O:43])[CH3:44])(=[O:45])[CH3:46].[CH2:48]1[O:49][CH2:50][CH2:51][CH2:52]1.[CH3:19][c:20]1[cH:21][c:22]([C:26]2([C:32]#[N:33])[CH2:27][CH2:28][NH:29][CH2:30][CH2:31]2)[n:23][cH:24][cH:25]1.[CH:1](=[O:2])[c:3]1[cH:4][c:5]([C:14](=[O:15])[O:16][CH2:17][CH3:18])[c:6](=[O:13])[n:7]2[cH:8][cH:9][cH:10][cH:11][c:12]12.[Na+:47]>>[CH2:1]([c:3]1[cH:4][c:5]([C:14](=[O:15])[O:16][CH2:17][CH3:18])[c:6](=[O:13])[n:7]2[cH:8][cH:9][cH:10][cH:11][c:12]12)[N:29]1[CH2:28][CH2:27][C:26]([c:22]2[cH:21][c:20]([CH3:19])[cH:25][cH:24][n:23]2)([C:32]#[N:33])[CH2:31][CH2:30]1.